This data is from the Open Reaction Database (ORD), a public repository of structured organic reaction records. The task is: describe an organic reaction: reactants, conditions, products, and yield Product: C1(CCCCC1)=O.C1(CCCCC1)O (cyclohexanone cyclohexanol). Procedure: Hydrogen and phenol were then passed over the catalyst in a molar ratio of 4:1 at 150° C. and under a loading of 1.0 g of phenol/ml of catalyst×hour: After a run-in time of 150 hours, a cyclohexanone/cyclohexanol ratio of 4:1 was obtained at a conversion of 99.9% and a selectivity of 99.9%. After 600 hours, the experiment was discontinued (compare comment on Example 6). The reactants are [H][H] (Hydrogen), C1(=CC=CC=C1)O (phenol), C1(=CC=CC=C1)O (phenol). Reaction SMILES: [H][H].[C:3]1([OH:9])[CH:8]=[CH:7][CH:6]=[CH:5][CH:4]=1>>[C:3]1(=[O:9])[CH2:8][CH2:7][CH2:6][CH2:5][CH2:4]1.[CH:3]1([OH:9])[CH2:8][CH2:7][CH2:6][CH2:5][CH2:4]1 |f:2.3|. Reactants: CCOCC, NCC(=O)O, [Na+], [OH-], Cc1ccc(S(=O)(=O)Cl)cc1. Yields the product Cc1ccc(S(=O)(=O)NCC(=O)O)cc1. Reaction SMILES: [CH3:19][CH2:20][O:21][CH2:22][CH3:23].[NH2:1][CH2:2][C:3]([OH:4])=[O:5].[Na+:18].[OH-:17].[S:6](=[O:7])(=[O:8])([c:9]1[cH:10][cH:11][c:12]([CH3:13])[cH:14][cH:15]1)[Cl:16]>>[NH:1]([CH2:2][C:3]([OH:4])=[O:5])[S:6](=[O:7])(=[O:8])[c:9]1[cH:10][cH:11][c:12]([CH3:13])[cH:14][cH:15]1. Starting materials: C(C)(C)(C)C1=CC=C(OC2=CC=C3C=C(N=CC3=C2)C(=O)O)C=C1 (7-(4-tert-Butylphenoxy)-isoquinoline-3-carboxylic acid), COC([C@H](CC1=CC=C(C=C1)O)N)=O ((2S)-amino-3-(4-hydroxy-phenyl)-propionic acid methyl ester). Yields the product COC([C@H](CC1=CC=C(C=C1)O)NC(=O)C=1N=CC2=CC(=CC=C2C1)OC1=CC=C(C=C1)C(C)(C)C)=O ((2S)-{[7-(4-tert-Butyl-phenoxy)-isoquinoline-3-carbonyl]-amino}-3-(4-hydroxy-phenyl)-propionic acid methyl ester). The yield is 75.2%. Reaction SMILES: [C:1]([C:5]1[CH:24]=[CH:23][C:8]([O:9][C:10]2[CH:19]=[C:18]3[C:13]([CH:14]=[C:15]([C:20](O)=[O:21])[N:16]=[CH:17]3)=[CH:12][CH:11]=2)=[CH:7][CH:6]=1)([CH3:4])([CH3:3])[CH3:2].[CH3:25][O:26][C:27](=[O:38])[C@@H:28]([NH2:37])[CH2:29][C:30]1[CH:35]=[CH:34][C:33]([OH:36])=[CH:32][CH:31]=1>>[CH3:25][O:26][C:27](=[O:38])[C@@H:28]([NH:37][C:20]([C:15]1[N:16]=[CH:17][C:18]2[C:13]([CH:14]=1)=[CH:12][CH:11]=[C:10]([O:9][C:8]1[CH:23]=[CH:24][C:5]([C:1]([CH3:4])([CH3:3])[CH3:2])=[CH:6][CH:7]=1)[CH:19]=2)=[O:21])[CH2:29][C:30]1[CH:35]=[CH:34][C:33]([OH:36])=[CH:32][CH:31]=1. Procedure: 500 mg (1.6 mmol) of 7-(4-tert-Butylphenoxy)-isoquinoline-3-carboxylic acid was reacted with 430 mg (1.8 mmol) of (2S)-amino-3-(4-hydroxy-phenyl)-propionic acid methyl ester as described in general procedure A. The crude product was purified by flash column chromatography on silica gel using 3:2 hexane/ethyl acetate as eluent, to afford 600 mg of the title compound as a white solid. The reactants are [OH-].[Na+] (NaOH), OO (H2O2), C1CCOC1 (THF), FC(C(C(F)(F)F)(CCC[C@@H](C)[C@H]1CC[C@H]2[C@@H]3C=CC4=CC(C=C[C@]4(C)[C@H]3CC[C@]12C)=O)O)(F)F (26,26,26,27,27,27-Hexafluoro-25-hydroxycholest-1,4,6-trien-3-one). The solvent is CO (MeOH), [Cl-].[Na+].O (brine). Conditions: time 20 hour. Product: FC(C(C(F)(F)F)(CCC[C@@H](C)[C@H]1CC[C@H]2[C@@H]3C=CC4=CC([C@H]5[C@@H]([C@]4(C)[C@H]3CC[C@]12C)O5)=O)O)(F)F (26,26,26,27,27,27-Hexafluoro-25-hydroxy-1α,2α-epoxycholest-4,6 -dien-3-one). Yield: 97.0%. As a reaction SMILES: [OH-].[Na+].OO.C1C[O:8]CC1.[F:10][C:11]([F:44])([F:43])[C:12]([OH:42])([CH2:17][CH2:18][CH2:19][C@H:20]([C@@H:22]1[C@:39]2([CH3:40])[C@H:25]([C@H:26]3[C@H:36]([CH2:37][CH2:38]2)[C@:34]2([CH3:35])[C:29](=[CH:30][C:31](=[O:41])[CH:32]=[CH:33]2)[CH:28]=[CH:27]3)[CH2:24][CH2:23]1)[CH3:21])[C:13]([F:16])([F:15])[F:14]>CO.[Cl-].[Na+].O>[F:10][C:11]([F:43])([F:44])[C:12]([OH:42])([CH2:17][CH2:18][CH2:19][C@H:20]([C@@H:22]1[C@:39]2([CH3:40])[C@H:25]([C@H:26]3[C@H:36]([CH2:37][CH2:38]2)[C@:34]2([CH3:35])[C:29](=[CH:30][C:31](=[O:41])[C@@H:32]4[O:8][C@@H:33]42)[CH:28]=[CH:27]3)[CH2:24][CH2:23]1)[CH3:21])[C:13]([F:15])([F:14])[F:16] |f:0.1,6.7.8|. Procedure: To a solution of 27 ml of NaOH and 1 ml of 30% H2O2 in degassed MeOH (20 ml) was added a THF solution (10 ml) of 497 mg of the trienone (3) and then the reaction mixture was stirred for 20 hr at room temperature. The reaction mixture was diluted with brine and extracted with ether. The etheral extract was submitted to silica gel column chromatography (AcOEt-n-hexane, 1:4) to give 499 mg (97%) of the epoxide (4): mp 181°-184° C. (from AcOEt-cyclohexane), MS m/e 520(M+), 505, 503; NMR(CDCl3)δ0.70(... Reactants: CCO, NC(=O)c1ccc(C2CCCCC2)c(C(F)(F)F)c1, [K+], [OH-], O. The product is O=C(O)c1ccc(C2CCCCC2)c(C(F)(F)F)c1. Reaction SMILES: [CH3:23][CH2:24][OH:25].[CH:1]1([c:7]2[c:8]([C:16]([F:17])([F:18])[F:19])[cH:9][c:10]([C:11](=[O:12])[NH2:13])[cH:14][cH:15]2)[CH2:2][CH2:3][CH2:4][CH2:5][CH2:6]1.[K+:21].[OH-:20].[OH2:22]>>[CH:1]1([c:7]2[c:8]([C:16]([F:17])([F:18])[F:19])[cH:9][c:10]([C:11](=[O:12])[OH:20])[cH:14][cH:15]2)[CH2:2][CH2:3][CH2:4][CH2:5][CH2:6]1.